From a dataset of the Open Reaction Database (ORD), a public repository of structured organic reaction records. describe an organic reaction: reactants, conditions, products, and yield Starting materials: CC=1OC(=CC1)SCC(=O)OC (methyl 2-(2-methylfur-5-ylthio)acetate), [OH-].[Na+] (sodium hydroxide). Run in C(C)O (ethanol). Product: CC=1OC(=CC1)SCC(=O)O (2-(2-methylfur-5-ylthio)acetic acid). The yield is 58.7%. As a reaction SMILES: [CH3:1][C:2]1[O:3][C:4]([S:7][CH2:8][C:9]([O:11]C)=[O:10])=[CH:5][CH:6]=1.[OH-].[Na+]>C(O)C>[CH3:1][C:2]1[O:3][C:4]([S:7][CH2:8][C:9]([OH:11])=[O:10])=[CH:5][CH:6]=1 |f:1.2|. Procedure: This ester (18.6 g) was heated under reflux in ethanol (50 ml) containing 2 M aqueous sodium hydroxide (50 ml) for one hour. The solvent was evaporated. The residual mixture was diluted with ice-water (300 ml) and extracted with ether (3×20 ml). The ice-cold aqueous layer was acidified to pH 1 with 6 M hydrochloric acid and extracted with ether (3×300 ml). These extracts were dried (MgSO4) and evaporated to leave an oil which was recrystallised from petrol 60°-80° C. to give 2-(2-methylfur-5-ylt... Starting materials: OC1=C(C(CC1)=O)CC\C=C/CCC(=O)OC (3-hydroxy-2-(6-methoxycarbonyl-cis-3-hexenyl)-2-cyclopentenone), [OH-].[Na+] (sodium hydroxide), O (water). Solvent: C(C)(=O)O (acetic acid). Conditions: temperature 100 celsius, time 26 hour. Product: OC1C=C(C(C1)=O)CC\C=C/CCC(=O)OC (4-hydroxy-2-(6-methoxycarbonyl-cis-3-hexenyl)-2-cyclopentenone). Yield: 71.0%. RXN SMILES: [OH2:1].[OH-].[Na+].[OH:4][C:5]1[CH2:9][CH2:8][C:7](=O)[C:6]=1[CH2:11][CH2:12]/[CH:13]=[CH:14]\[CH2:15][CH2:16][C:17]([O:19][CH3:20])=[O:18]>C(O)(=O)C>[OH:1][CH:8]1[CH2:9][C:5](=[O:4])[C:6]([CH2:11][CH2:12]/[CH:13]=[CH:14]\[CH2:15][CH2:16][C:17]([O:19][CH3:20])=[O:18])=[CH:7]1 |f:1.2|. Reported procedure: To the compound [VIII-2] (2.50 g) obtained above are added water (123.8 g) and acetic acid (0.19 g), and the pH value of the mixture is adjusted to pH 4.2 with 5% aqueous sodium hydroxide solution and the mixture is heated with stirring at 100° C. for 26 hours. After completion of the reaction, the reaction mixture is cooled and extracted twice with methyl isobutyl ketone (50 ml). The organic layer is separated and concentrated to give a mixture (1.78 g, yield; 71%) of 4-hydroxy-2-(6-methoxycarb... Starting materials: FC1(CN(C1)CC1=CC(=NN1C)N)F (5-((3,3-Difluoroazetidin-1-yl)methyl)-1-methyl-1H-pyrazol-3-amine), CC1(C2=C(C(=CC=C2)P(C3=CC=CC=C3)C4=CC=CC=C4)OC5=C(C=CC=C51)P(C6=CC=CC=C6)C7=CC=CC=C7)C (Xantphos), BrC=1C(N(C=C(C1)Br)C)=O (3,5-dibromo-1-methyl-1H-pyridin-2-one), C([O-])([O-])=O.[Cs+].[Cs+] (cesium carbonate). The reagents and catalysts are C=1C=CC(=CC1)/C=C/C(=O)/C=C/C2=CC=CC=C2.C=1C=CC(=CC1)/C=C/C(=O)/C=C/C2=CC=CC=C2.C=1C=CC(=CC1)/C=C/C(=O)/C=C/C2=CC=CC=C2.[Pd].[Pd] (tris(dibenzylideneacetone)dipalladium(0)). Solvent: C(Cl)Cl.C(C)OCC.CO (methylene chloride diethyl ether methanol), O1CCOCC1 (1,4-dioxane). Run at temperature 115 celsius. Product: BrC=1C=C(C(N(C1)C)=O)NC1=NN(C(=C1)CN1CC(C1)(F)F)C (5-Bromo-3-(5-((3,3-difluoroazetidin-1-yl)methyl)-1-methyl-1H-pyrazol-3-ylamino)-1-methylpyridin-2(1H)-one). Yield: 37.0%. As a reaction SMILES: [F:1][C:2]1([F:14])[CH2:5][N:4]([CH2:6][C:7]2[N:11]([CH3:12])[N:10]=[C:9]([NH2:13])[CH:8]=2)[CH2:3]1.Br[C:16]1[C:17](=[O:24])[N:18]([CH3:23])[CH:19]=[C:20]([Br:22])[CH:21]=1.C(=O)([O-])[O-].[Cs+].[Cs+].CC1(C)C2C(=C(P(C3C=CC=CC=3)C3C=CC=CC=3)C=CC=2)OC2C(P(C3C=CC=CC=3)C3C=CC=CC=3)=CC=CC1=2>C1C=CC(/C=C/C(/C=C/C2C=CC=CC=2)=O)=CC=1.C1C=CC(/C=C/C(/C=C/C2C=CC=CC=2)=O)=CC=1.C1C=CC(/C=C/C(/C=C/C2C=CC=CC=2)=O)=CC=1.[Pd].[Pd].C(Cl)Cl.C(OCC)C.CO.O1CCOCC1>[Br:22][C:20]1[CH:21]=[C:16]([NH:13][C:9]2[CH:8]=[C:7]([CH2:6][N:4]3[CH2:5][C:2]([F:1])([F:14])[CH2:3]3)[N:11]([CH3:12])[N:10]=2)[C:17](=[O:24])[N:18]([CH3:23])[CH:19]=1 |f:2.3.4,6.7.8.9.10,11.12.13|. Procedure: Intermediate 156g was synthesized using the same procedure as Example 112a, except using 156f (360 mg, 1.78 mmol), 3,5-dibromo-1-methyl-1H-pyridin-2-one (0.43 g, 1.6 mmol), cesium carbonate (1.56 g, 4.8 mmol), tris(dibenzylideneacetone)dipalladium(0) (0.15 g, 0.16 mmol), Xantphos (0.18 g, 0.32 mmol) and 1,4-dioxane (18 mL). The reaction mixture was heated at 115° C. for 24 hours. Work-up and flash column chromatography (silica, 60:35:5 methylene chloride/diethyl ether/methanol) give 38% yield (0... Starting materials: [H-].[Na+] (sodium hydride), Cl.CN(CCC(O)C1=CC=CC=C1)C (N,N-dimethyl-3-phenyl-3-hydroxy-propanamine hydrochloride), ClC1=CC=C(C=C1)[N+](=O)[O-] (p-chloronitrobenzene). Solvent: CS(=O)C (dimethylsulfoxide). Run at temperature 22 celsius, time 30 minute. The product is CN(CCC(C1=CC=CC=C1)OC1=CC=C(C=C1)[N+](=O)[O-])C (N,N-dimethyl-γ-(4-nitrophenoxy)benzene-propanamine). Yield: 95.4%. As a reaction SMILES: [H-].[Na+].Cl.[CH3:4][N:5]([CH3:16])[CH2:6][CH2:7][CH:8]([C:10]1[CH:15]=[CH:14][CH:13]=[CH:12][CH:11]=1)[OH:9].Cl[C:18]1[CH:23]=[CH:22][C:21]([N+:24]([O-:26])=[O:25])=[CH:20][CH:19]=1>CS(C)=O>[CH3:16][N:5]([CH3:4])[CH2:6][CH2:7][CH:8]([O:9][C:18]1[CH:23]=[CH:22][C:21]([N+:24]([O-:26])=[O:25])=[CH:20][CH:19]=1)[C:10]1[CH:15]=[CH:14][CH:13]=[CH:12][CH:11]=1 |f:0.1,2.3|. Procedure: 26 ml of dimethylsulfoxide were added to 2.6 g of a 50% dispersion of sodium hydride in oil and the mixture was stirred at 60°-65° C. for 30 minutes and was then cooled to 22° C. 5.8 g of N,N-dimethyl-3-phenyl-3-hydroxy-propanamine hydrochloride were added to the mixture which was then stirred for 10 minutes at 25° C. Then, 8.95 g of p-chloronitrobenzene were added to the mixture which was stirred at room temperature for 15 minutes. The mixture was extracted with methylene chloride and the organ... The reactants are C=C(C)c1nccc2c1cc1n2CCC1=O, C1CCOC1, CCOC(=O)CP(=O)(OCC)OCC, CCOC(C)=O, [Cl-], [H-], [NH4+], [Na+]. The product is C=C(C)c1nccc2c1cc1n2CCC1=CC(=O)OCC. RXN SMILES: [C:1](=[CH2:2])([CH3:3])[c:4]1[n:5][cH:6][cH:7][c:8]2[c:9]1[cH:10][c:11]1[n:15]2[CH2:14][CH2:13][C:12]1=[O:16].[CH2:35]1[O:36][CH2:37][CH2:38][CH2:39]1.[CH3:17][CH2:18][O:19][C:20](=[O:21])[CH2:22][P:23]([O:24][CH2:25][CH3:26])([O:27][CH2:28][CH3:29])=[O:30].[CH3:40][CH2:41][O:42][C:43]([CH3:44])=[O:45].[Cl-:33].[H-:32].[NH4+:34].[Na+:31]>>[C:1](=[CH2:2])([CH3:3])[c:4]1[n:5][cH:6][cH:7][c:8]2[c:9]1[cH:10][c:11]1[n:15]2[CH2:14][CH2:13][C:12]1=[CH:22][C:20]([O:19][CH2:18][CH3:17])=[O:21]. Starting materials: Ethyl oxalyl chloride, COC=1C=C(N)C=CC1OC (3,4-dimethoxyaniline), C(=O)([O-])[O-].[K+].[K+] (K2CO3), CCOC(=O)C (EtOAc), COC(CN)OC (2,2-dimethoxyethylamine). The solvent is O (water), O (water). Run at temperature 0 celsius, time 10 minute. Yields the product COC(CNC(C(=O)NC1=CC(=C(C=C1)OC)OC)=O)OC (N1-(2,2-dimethoxyethyl)-N2-(3,4-dimethoxyphenyl)oxalamide). Yield: 71.0%. Reaction SMILES: [CH3:1][O:2][C:3]1[CH:4]=[C:5]([CH:7]=[CH:8][C:9]=1[O:10][CH3:11])[NH2:6].[C:12]([O-:15])([O-])=O.[K+].[K+].[CH3:18][O:19][CH:20]([O:23][CH3:24])[CH2:21][NH2:22].C[CH2:26][O:27]C(C)=O>O>[CH3:18][O:19][CH:20]([O:23][CH3:24])[CH2:21][NH:22][C:12](=[O:15])[C:26]([NH:6][C:5]1[CH:7]=[CH:8][C:9]([O:10][CH3:11])=[C:3]([O:2][CH3:1])[CH:4]=1)=[O:27] |f:1.2.3|. Reported procedure: Ethyl oxalyl chloride (7.8 g, 6.8 mL, 57 mmol) was added to a mixture of 3,4-dimethoxyaniline (4.4 g, 29 mmol) and K2CO3 (14 g, 140 mmol) in EtOAc (44 mL) and water (12 mL) at 0° C. After stirring at 0° C. for 10 min, water (18 mL) was added; whereupon the mixture was transferred to a separatory funnel and extracted with EtOAc (2×40 mL). The combined EtOAc were filtered through Na2SO4 and evaporated to about 30 mL. After addition of 2,2-dimethoxyethylamine (3.8 g, 3.9 mL, 36 mmol), the reaction ...